From a dataset of the Open Reaction Database (ORD), a public repository of structured organic reaction records. describe an organic reaction: reactants, conditions, products, and yield Starting materials: C(C1=CC=CC=C1)OC=1C(C=C(N(C1)C1CC1)C(F)F)=O (5-benzyloxy-1-cyclopropyl-2-difluoromethyl-1H-pyridin-4-one), [H][H] (hydrogen). Reagents/catalysts: [Pd] (Pd/C). The solvent is CO (methanol), CO (methanol). Yields the product C1(CC1)N1C(=CC(C(=C1)O)=O)C(F)F (1-Cyclopropyl-2-difluoromethyl-5-hydroxy-1H-pyridin-4-one). The yield is 77.7%. As a reaction SMILES: C([O:8][C:9]1[C:10](=[O:21])[CH:11]=[C:12]([CH:18]([F:20])[F:19])[N:13]([CH:15]2[CH2:17][CH2:16]2)[CH:14]=1)C1C=CC=CC=1.[H][H]>CO.[Pd]>[CH:15]1([N:13]2[CH:14]=[C:9]([OH:8])[C:10](=[O:21])[CH:11]=[C:12]2[CH:18]([F:20])[F:19])[CH2:16][CH2:17]1. Reported procedure: A mixture of 5-benzyloxy-1-cyclopropyl-2-difluoromethyl-1H-pyridin-4-one (3.0 g, 10.3 mmol) and 10% Pd/C (340 mg) in methanol (60 mL) was subjected to hydrogenation in a Parr apparatus under a 15 psi hydrogen pressure for 22 min. The mixture was diluted with 300 mL of methanol, sonicated for 20 min, and then filtered through a pad of CELITE™ (pre-treated with HCl and washed to neutral with deionized water). The volume of the filtrate was reduced in vacuo until a solid precipitated out. The solid... Reactants: CC(=O)OI1(C=2C=CC=CC2C(=O)O1)(OC(=O)C)OC(=O)C (Dess-Martin reagent), N1=C(N=CC=C1)C1=CC=C(C=C1)C#CCO (3-[4-(2-pyrimidinyl)phenyl]-2-propyn-1-ol), [O-]S(=O)(=S)[O-].[Na+].[Na+] (Na2S2O3), C(=O)(O)[O-].[Na+] (NaHCO3). Run in ClCCl (dichloromethane). Conditions: time 30 minute. Yields the product N1=C(N=CC=C1)C1=CC=C(C=C1)C#CC=O ([4-(2-pyrimidinyl)phenyl]-2-propynal). Yield: 89.3%. RXN SMILES: CC(OI1(OC(C)=O)(OC(C)=O)OC(=O)C2C=CC=CC1=2)=O.[N:23]1[CH:28]=[CH:27][CH:26]=[N:25][C:24]=1[C:29]1[CH:34]=[CH:33][C:32]([C:35]#[C:36][CH2:37][OH:38])=[CH:31][CH:30]=1.[O-]S([O-])(=S)=O.[Na+].[Na+].C([O-])(O)=O.[Na+]>ClCCl>[N:23]1[CH:28]=[CH:27][CH:26]=[N:25][C:24]=1[C:29]1[CH:34]=[CH:33][C:32]([C:35]#[C:36][CH:37]=[O:38])=[CH:31][CH:30]=1 |f:2.3.4,5.6|. Procedure details: A mixture of the Dess-Martin reagent (1.59 g, 3.75 mmol) and 3-[4-(2-pyrimidinyl)phenyl]-2-propyn-1-ol (525 mg, 2.50 mmol, prepared as described in Reference Example 239) in dichloromethane (15 mL) was stirred at room temperature for 30 min. Aqueous 10% Na2S2O3 (25 mL) and aq. sat. NaHCO3 (15 mL) were added, the mixture was stirred for 5 min, the layers were separated, and the aqueous layer was extracted with dichloromethane (10 mL). The combined organic layers were dried (MgSO4) and concentrate... The reactants are N1(CCOCC1)C=1N=C(NC(C1)=O)CC(=O)[O-].[Na+] (sodium [4-(morpholin-4-yl)-6-oxo-1,6-dihydropyrimidin-2-yl]acetate), C(C)(C)OC=1C=C(N)C=CC1 (3-isopropoxyaniline). The product is N1(CCOCC1)C=1N=C(NC(C1)=O)CC(=O)NC1=CC(=CC=C1)OC(C)C (2-[4-(morpholin-4-yl)-6-oxo-1,6-dihydropyrimidin-2-yl]-N-[3-(propan-2-yloxy)phenyl]acetamide). Yield: 64.0%. RXN SMILES: [N:1]1([C:7]2[N:8]=[C:9]([CH2:14][C:15]([O-:17])=O)[NH:10][C:11](=[O:13])[CH:12]=2)[CH2:6][CH2:5][O:4][CH2:3][CH2:2]1.[Na+].[CH:19]([O:22][C:23]1[CH:24]=[C:25]([CH:27]=[CH:28][CH:29]=1)[NH2:26])([CH3:21])[CH3:20]>>[N:1]1([C:7]2[N:8]=[C:9]([CH2:14][C:15]([NH:26][C:25]3[CH:27]=[CH:28][CH:29]=[C:23]([O:22][CH:19]([CH3:21])[CH3:20])[CH:24]=3)=[O:17])[NH:10][C:11](=[O:13])[CH:12]=2)[CH2:2][CH2:3][O:4][CH2:5][CH2:6]1 |f:0.1|. Reported procedure: The product is prepared according to the procedure described in Example 5, using 250 mg of sodium [4-(morpholin-4-yl)-6-oxo-1,6-dihydropyrimidin-2-yl]acetate and 572 mg of 3-isopropoxyaniline in place of the 2,4-difluoroaniline. 228 mg of 2-[4-(morpholin-4-yl)-6-oxo-1,6-dihydropyrimidin-2-yl]-N-[3-(propan-2-yloxy)phenyl]acetamide are obtained in the form of a white solid, the characteristics of which are the following: Reported procedure: 8-(Imidazole-1-sulfonyl)-1,4-dioxa-8-aza-spiro[4.5]decane was prepared in accordance with step A of the general method described in example 76 from 1,4-dioxa-8-azaspiro(4,5)decan and 3-(1H-imidazol-1-ylsulfonyl)-1-methyl-1H-imidazolium trifluoromethanesulfonate; MS: m/e=274.5 (M+H+). As a reaction SMILES: [O:1]1[C:5]2([CH2:10][CH2:9][NH:8][CH2:7][CH2:6]2)[O:4][CH2:3][CH2:2]1.FC(F)(F)S([O-])(=O)=O.[N:19]1([S:24](N2C=C[NH+](C)C2)(=[O:26])=[O:25])[CH:23]=[CH:22][N:21]=[CH:20]1>>[N:19]1([S:24]([N:8]2[CH2:9][CH2:10][C:5]3([O:4][CH2:3][CH2:2][O:1]3)[CH2:6][CH2:7]2)(=[O:26])=[O:25])[CH:23]=[CH:22][N:21]=[CH:20]1 |f:1.2|. The product is N1(C=NC=C1)S(=O)(=O)N1CCC2(OCCO2)CC1 (8-(Imidazole-1-sulfonyl)-1,4-dioxa-8-aza-spiro[4.5]decane). The reactants are O1CCOC12CCNCC2 (1,4-dioxa-8-azaspiro(4,5)decan), FC(S(=O)(=O)[O-])(F)F.N1(C=NC=C1)S(=O)(=O)N1C[NH+](C=C1)C (3-(1H-imidazol-1-ylsulfonyl)-1-methyl-1H-imidazolium trifluoromethanesulfonate). The reactants are FC1=CC=C(CNC(=O)C=2OC=C(C(C2OCC2=CC=CC=C2)=O)C(C(C)(C)C)=O)C=C1 (3-benzyloxy-5-(2,2-dimethylpropionyl)-4-oxo-4H-pyran-2-carboxylic acid 4-fluorobenzylamide), C(C)O (ethanol), COC(CN)OC (aminoacetaldehyde dimethyl acetal). Solvent: O1CCCC1 (tetrahydrofuran). Conditions: temperature 70 celsius, time 3 day. Yields the product FC1=CC=C(CNC(=O)C=2N(C=C(C(C2OCC2=CC=CC=C2)=O)C(C(C)(C)C)=O)CC(OC)OC)C=C1 (3-benzyloxy-1-(2,2-dimethoxyethyl)-5-(2,2-dimethylpropionyl)-4-oxo-1,4-dihydropyridine-2-carboxylic acid 4-fluorobenzylamide). As a reaction SMILES: [F:1][C:2]1[CH:32]=[CH:31][C:5]([CH2:6][NH:7][C:8]([C:10]2O[CH:12]=[C:13]([C:25](=[O:30])[C:26]([CH3:29])([CH3:28])[CH3:27])[C:14](=[O:24])[C:15]=2[O:16][CH2:17][C:18]2[CH:23]=[CH:22][CH:21]=[CH:20][CH:19]=2)=[O:9])=[CH:4][CH:3]=1.C(O)C.[CH3:36][O:37][CH:38]([O:41][CH3:42])[CH2:39][NH2:40]>O1CCCC1>[F:1][C:2]1[CH:3]=[CH:4][C:5]([CH2:6][NH:7][C:8]([C:10]2[N:40]([CH2:39][CH:38]([O:41][CH3:42])[O:37][CH3:36])[CH:12]=[C:13]([C:25](=[O:30])[C:26]([CH3:27])([CH3:28])[CH3:29])[C:14](=[O:24])[C:15]=2[O:16][CH2:17][C:18]2[CH:19]=[CH:20][CH:21]=[CH:22][CH:23]=2)=[O:9])=[CH:31][CH:32]=1. Procedure: To a solution of 3-benzyloxy-5-(2,2-dimethylpropionyl)-4-oxo-4H-pyran-2-carboxylic acid 4-fluorobenzylamide (0.13 g) in tetrahydrofuran (0.5 ml)-ethanol (0.5 ml) was added aminoacetaldehyde dimethyl acetal (0.033 ml) and the mixture was stirred at 70° C. for 3 days. After cooling to room temperature, the solvent was evaporated to give 3-benzyloxy-1-(2,2-dimethoxyethyl)-5-(2,2-dimethylpropionyl)-4-oxo-1,4-dihydropyridine-2-carboxylic acid 4-fluorobenzylamide (157 mg). Reactants: CC(C)C(NC(=O)c1ccc(C(=O)O)cc1)C(=O)N(CC(=O)NC(C(=O)C(F)(F)F)C(C)C)C1Cc2ccccc2C1, NCC(=O)OCc1ccccc1, Cc1ccc(S(=O)(=O)O)cc1. The product is CC(C)C(NC(=O)c1ccc(C(=O)NCC(=O)OCc2ccccc2)cc1)C(=O)N(CC(=O)NC(C(=O)C(F)(F)F)C(C)C)C1Cc2ccccc2C1. As a reaction SMILES: [C:24](=[O:25])([OH:26])[c:27]1[cH:28][cH:29][c:30]([C:33](=[O:34])[NH:35][CH:36]([CH:37]([CH3:38])[CH3:39])[C:40](=[O:41])[N:42]([CH2:43][C:44](=[O:45])[NH:46][CH:47]([C:48]([C:49]([F:50])([F:51])[F:52])=[O:53])[CH:54]([CH3:55])[CH3:56])[CH:57]2[CH2:58][c:59]3[cH:60][cH:61][cH:62][cH:63][c:64]3[CH2:65]2)[cH:31][cH:32]1.[CH2:12]([c:13]1[cH:14][cH:15][cH:16][cH:17][cH:18]1)[O:19][C:20]([CH2:21][NH2:22])=[O:23].[c:1]1([CH3:2])[cH:3][cH:4][c:5]([S:6]([OH:7])(=[O:8])=[O:9])[cH:10][cH:11]1>>[CH2:12]([c:13]1[cH:14][cH:15][cH:16][cH:17][cH:18]1)[O:19][C:20]([CH2:21][NH:22][C:24](=[O:25])[c:27]1[cH:28][cH:29][c:30]([C:33](=[O:34])[NH:35][CH:36]([CH:37]([CH3:38])[CH3:39])[C:40](=[O:41])[N:42]([CH2:43][C:44](=[O:45])[NH:46][CH:47]([C:48]([C:49]([F:50])([F:51])[F:52])=[O:53])[CH:54]([CH3:55])[CH3:56])[CH:57]2[CH2:58][c:59]3[cH:60][cH:61][cH:62][cH:63][c:64]3[CH2:65]2)[cH:31][cH:32]1)=[O:23].